Dataset: the Open Reaction Database (ORD), a public repository of structured organic reaction records. Task: describe an organic reaction: reactants, conditions, products, and yield The reactants are C1CCOC1, CO, COC(=O)c1ccc(-c2cc(OC)ccc2F)c(C(=O)OC)c1, [K+], [OH-]. RXN SMILES: [CH2:24]1[O:25][CH2:26][CH2:27][CH2:28]1.[CH3:29][OH:30].[F:1][c:2]1[c:3](-[c:10]2[c:11]([C:20](=[O:21])[O:22][CH3:23])[cH:12][c:13]([C:16](=[O:17])[O:18][CH3:19])[cH:14][cH:15]2)[cH:4][c:5]([O:8][CH3:9])[cH:6][cH:7]1.[K+:32].[OH-:31]>>[F:1][c:2]1[c:3](-[c:10]2[c:11]([C:20](=[O:21])[O:22][CH3:23])[cH:12][c:13]([C:16](=[O:17])[OH:18])[cH:14][cH:15]2)[cH:4][c:5]([O:8][CH3:9])[cH:6][cH:7]1. Yields the product COC(=O)c1cc(C(=O)O)ccc1-c1cc(OC)ccc1F.